Dataset: the Open Reaction Database (ORD), a public repository of structured organic reaction records. Task: describe an organic reaction: reactants, conditions, products, and yield Reactants: IC1CN(C1)C(=O)OC(C)(C)C (tert-butyl 3-iodoazetidine-1-carboxylate), BrCCBr (1,2-dibromoethane), Cl[Si](C)(C)C (Chlorotrimethylsilane), ClC=1C(=C(C(=C(C1)C(C)=O)OC)I)F (1-(5-chloro-4-fluoro-3-iodo-2-methoxyphenyl)ethanone), O1C(=CC=C1)P(C=1OC=CC1)C=1OC=CC1 (tri-(2-furyl)phosphine). Reagents/catalysts: [Zn] (Zinc), C=1C=CC(=CC1)/C=C/C(=O)/C=C/C2=CC=CC=C2.C=1C=CC(=CC1)/C=C/C(=O)/C=C/C2=CC=CC=C2.C=1C=CC(=CC1)/C=C/C(=O)/C=C/C2=CC=CC=C2.[Pd].[Pd] (tris(dibenzylideneacetone)dipalladium(0)). Solvent: CN(C)C=O (DMF), CN(C)C=O (DMF), CN(C)C=O (DMF). Run at temperature 70 celsius, time 1 hour. The product is C(C)(=O)C=1C(=C(C(=C(C1)Cl)F)C1CN(C1)C(=O)OC(C)(C)C)OC (tert-Butyl 3-(3-acetyl-5-chloro-6-fluoro-2-methoxyphenyl)azetidine-1-carboxylate). Isolated yield 25.7%. RXN SMILES: BrCCBr.Cl[Si](C)(C)C.I[CH:11]1[CH2:14][N:13]([C:15]([O:17][C:18]([CH3:21])([CH3:20])[CH3:19])=[O:16])[CH2:12]1.[Cl:22][C:23]1[C:24]([F:35])=[C:25](I)[C:26]([O:32][CH3:33])=[C:27]([C:29](=[O:31])[CH3:30])[CH:28]=1.O1C=CC=C1P(C1OC=CC=1)C1OC=CC=1>CN(C=O)C.[Zn].C1C=CC(/C=C/C(/C=C/C2C=CC=CC=2)=O)=CC=1.C1C=CC(/C=C/C(/C=C/C2C=CC=CC=2)=O)=CC=1.C1C=CC(/C=C/C(/C=C/C2C=CC=CC=2)=O)=CC=1.[Pd].[Pd]>[C:29]([C:27]1[C:26]([O:32][CH3:33])=[C:25]([CH:11]2[CH2:14][N:13]([C:15]([O:17][C:18]([CH3:21])([CH3:20])[CH3:19])=[O:16])[CH2:12]2)[C:24]([F:35])=[C:23]([Cl:22])[CH:28]=1)(=[O:31])[CH3:30] |f:7.8.9.10.11|. Procedure details: Zinc (0.682 g, 10.4 mmol) was suspended with 1,2-dibromoethane (0.060 mL, 0.69 mmol) in DMF (12 mL). The mixture was heated at 70° C. for 10 min and then cooled to room temperature. Chlorotrimethylsilane (0.088 mL, 0.69 mmol) was added dropwise and stirring was continued for 1 hour. A solution of tert-butyl 3-iodoazetidine-1-carboxylate (2.5 g, 8.7 mmol, from Oakwood) in DMF (10 mL) was then added and the mixture was heated at 40° C. for 1 h before a mixture of 1-(5-chloro-4-fluoro-3-iodo-2-meth... Reactants: COC(=O)CCNC(=O)c1ccc(C(CCCC(F)(F)F)Oc2c(C(C)(C)C)cc(C(C)(C)C)cc2C(C)(C)C)cc1, CCOCC, Cl, [Na+], C1CCOC1, [OH-], O. The product is CC(C)(C)c1cc(C(C)(C)C)c(OC(CCCC(F)(F)F)c2ccc(C(=O)NCCC(=O)O)cc2)c(C(C)(C)C)c1. As a reaction SMILES: [CH3:1][O:2][C:3]([CH2:4][CH2:5][NH:6][C:7]([c:8]1[cH:9][cH:10][c:11]([CH:14]([CH2:15][CH2:16][CH2:17][C:18]([F:19])([F:20])[F:21])[O:22][c:23]2[c:24]([C:37]([CH3:38])([CH3:39])[CH3:40])[cH:25][c:26]([C:33]([CH3:34])([CH3:35])[CH3:36])[cH:27][c:28]2[C:29]([CH3:30])([CH3:31])[CH3:32])[cH:12][cH:13]1)=[O:41])=[O:42].[CH3:51][CH2:52][O:53][CH2:54][CH3:55].[ClH:45].[Na+:44].[O:46]1[CH2:47][CH2:48][CH2:49][CH2:50]1.[OH-:43].[OH2:56]>>[O:2]=[C:3]([CH2:4][CH2:5][NH:6][C:7]([c:8]1[cH:9][cH:10][c:11]([CH:14]([CH2:15][CH2:16][CH2:17][C:18]([F:19])([F:20])[F:21])[O:22][c:23]2[c:24]([C:37]([CH3:38])([CH3:39])[CH3:40])[cH:25][c:26]([C:33]([CH3:34])([CH3:35])[CH3:36])[cH:27][c:28]2[C:29]([CH3:30])([CH3:31])[CH3:32])[cH:12][cH:13]1)=[O:41])[OH:42]. The reactants are Cc1ccccc1, O=C(O)C(=O)O, CCCCCCC(O)C1CCCC1=O. Yields the product CCCCCCC=C1CCCC1=O. Reaction SMILES: [CH3:21][c:22]1[cH:23][cH:24][cH:25][cH:26][cH:27]1.[OH:15][C:16]([C:17](=[O:18])[OH:19])=[O:20].[OH:1][CH:2]([CH2:3][CH2:4][CH2:5][CH2:6][CH2:7][CH3:8])[CH:9]1[C:10](=[O:14])[CH2:11][CH2:12][CH2:13]1>>[CH:2]([CH2:3][CH2:4][CH2:5][CH2:6][CH2:7][CH3:8])=[C:9]1[C:10](=[O:14])[CH2:11][CH2:12][CH2:13]1. Reactants: BrC1=C(C=O)C=C(C(=C1)Br)O (2,4-Dibromo-5-hydroxy-benzaldehyde), FC1=C(C=C(C=C1)[N+](=O)[O-])F (1,2-difluoro-4-nitrobenzene), C([O-])([O-])=O.[K+].[K+] (potassium carbonate). Solvent: CN(C)C=O (DMF). Yields the product BrC1=C(C=O)C=C(C(=C1)Br)OC1=C(C=C(C=C1)[N+](=O)[O-])F (2,4-dibromo-5-(2-fluoro-4-nitrophenoxy)benzaldehyde). Isolated yield 70.6%. RXN SMILES: [Br:1][C:2]1[CH:9]=[C:8]([Br:10])[C:7]([OH:11])=[CH:6][C:3]=1[CH:4]=[O:5].F[C:13]1[CH:18]=[CH:17][C:16]([N+:19]([O-:21])=[O:20])=[CH:15][C:14]=1[F:22].C(=O)([O-])[O-].[K+].[K+]>CN(C=O)C>[Br:1][C:2]1[CH:9]=[C:8]([Br:10])[C:7]([O:11][C:13]2[CH:18]=[CH:17][C:16]([N+:19]([O-:21])=[O:20])=[CH:15][C:14]=2[F:22])=[CH:6][C:3]=1[CH:4]=[O:5] |f:2.3.4|. Procedure details: 2,4-Dibromo-5-hydroxy-benzaldehyde (50 g, 178.6 mmol), 1,2-difluoro-4-nitrobenzene (28.4 g, 178.6 mmol) and potassium carbonate (49.0 g, 357.2 mmol) are stirred in DMF (500 mL) at 60° C. for 2 hours. The reaction is quenched with water (1000 mL) and extracted with methyl tert-butylether (MTBE) (2×500 mL). The organic layer is washed with saturated sodium chloride aqueous solution (2×500 mL), dried with anhydrous sodium sulfate, and concentrated to obtain a yellow solid. The crude solid is recrys... Starting materials: FC(F)(F)c1cnc2oc(-c3ccncc3OCc3ccccc3)nc2c1, CCOC(C)=O. Reaction SMILES: [CH2:1]([c:2]1[cH:3][cH:4][cH:5][cH:6][cH:7]1)[O:8][c:9]1[cH:10][n:11][cH:12][cH:13][c:14]1-[c:15]1[o:16][c:17]2[n:18][cH:19][c:20]([C:24]([F:25])([F:26])[F:27])[cH:21][c:22]2[n:23]1.[CH3:28][CH2:29][O:30][C:31](=[O:32])[CH3:33]>>[OH:8][c:9]1[cH:10][n:11][cH:12][cH:13][c:14]1-[c:15]1[o:16][c:17]2[n:18][cH:19][c:20]([C:24]([F:25])([F:26])[F:27])[cH:21][c:22]2[n:23]1. Yields the product Oc1cnccc1-c1nc2cc(C(F)(F)F)cnc2o1. Reactants: C(C)(=O)C(C(=O)OC)=CC=1C(=NN2C1C=CC=C2)C (methyl 2-acetyl-3-(2-methylpyrazolo[1,5-a]pyridin-3-yl)acrylate), N\C(=C/C(=O)OCCN(C)CC1=CC=CC=C1)\C (2-(N-benzyl-N-methylamino)ethyl 3-aminocrotonate). Solvent: C(C)(C)O (isopropylalcohol). Product: CC=1NC(=C(C(C1C(=O)OC)C=1C(=NN2C1C=CC=C2)C)C(=O)OCCN(C)CC2=CC=CC=C2)C (Methyl 2-(N-benzyl-N-methylamino)ethyl 2,6-dimethyl-4-(2-methylpyrazolo[1,5-a]pyridin-3-yl)-1,4-dihydropyridine-3,5-dicarboxylate). As a reaction SMILES: [C:1]([C:4](=[CH:9][C:10]1[C:11]([CH3:19])=[N:12][N:13]2[CH:18]=[CH:17][CH:16]=[CH:15][C:14]=12)[C:5]([O:7][CH3:8])=[O:6])(=O)[CH3:2].[NH2:20]/[C:21](/[CH3:37])=[CH:22]\[C:23]([O:25][CH2:26][CH2:27][N:28]([CH2:30][C:31]1[CH:36]=[CH:35][CH:34]=[CH:33][CH:32]=1)[CH3:29])=[O:24]>C(O)(C)C>[CH3:2][C:1]1[NH:20][C:21]([CH3:37])=[C:22]([C:23]([O:25][CH2:26][CH2:27][N:28]([CH2:30][C:31]2[CH:32]=[CH:33][CH:34]=[CH:35][CH:36]=2)[CH3:29])=[O:24])[CH:9]([C:10]2[C:11]([CH3:19])=[N:12][N:13]3[CH:18]=[CH:17][CH:16]=[CH:15][C:14]=23)[C:4]=1[C:5]([O:7][CH3:8])=[O:6]. Procedure: A solution of 24.9 g of methyl 2-acetyl-3-(2-methylpyrazolo[1,5-a]pyridin-3-yl)acrylate and 28.8 g of 2-(N-benzyl-N-methylamino)ethyl 3-aminocrotonate in 125 ml of isopropylalcohol was refluxed for 8.5 hours, then concentrated. The resulting residue was dissolved in 100 ml of ethyl acetate, washed with 1 N-hydrochloric acid, and then extracted with 2 N-hydrochloric acid three times. The resulting hydrochloric acid layer was alkalized with 5 N-aqueous sodium hydroxide at pH 9, and then extracted ... Starting materials: C(F)(F)(C(F)(F)C(F)(F)C(F)(F)F)S(=O)(=O)N(CCC)CCCC(=O)OC (C4F9SO2N(C3H7)CH2CH2CH2COOCH3), [OH-].[K+] (KOH), C(C)(C)O (isopropanol). Run in O (water). The product is C(F)(F)(C(F)(F)C(F)(F)C(F)(F)F)S(=O)(=O)N(CCC)CCCC(=O)O[K] (C4F9SO2N(C3H7)CH2CH2CH2COOK). Isolated yield 163.2%. RXN SMILES: [C:1]([S:14]([N:17]([CH2:21][CH2:22][CH2:23][C:24]([O:26]C)=[O:25])[CH2:18][CH2:19][CH3:20])(=[O:16])=[O:15])([C:4]([C:7]([C:10]([F:13])([F:12])[F:11])([F:9])[F:8])([F:6])[F:5])([F:3])[F:2].[OH-].[K+:29].C(O)(C)C>O>[C:1]([S:14]([N:17]([CH2:21][CH2:22][CH2:23][C:24]([O:26][K:29])=[O:25])[CH2:18][CH2:19][CH3:20])(=[O:16])=[O:15])([C:4]([C:7]([C:10]([F:13])([F:12])[F:11])([F:9])[F:8])([F:6])[F:5])([F:3])[F:2] |f:1.2|. Procedure details: A round bottom flask fitted with a heating mantle and an overhead stirrer was charged with C4F9SO2N(C3H7)CH2CH2CH2COOCH3 (63.0 g; 0.143 mole), KOH (11.0 g; 0.196 mole; pellets) isopropanol (22 ml.) and deionized water (18 mL). The ensuing mixture was refluxed overnight, cooled to room temperature, yielding a solution of C4F9SO2N(C3H7)CH2CH2CH2COOK (108.6 g; 53.4% solids). Reported procedure: 4-[(E)-3-(3,5-Dichloro-phenyl)-4,4,4-trifluoro-but-2-enoyl]-2-methyl-N-(3-methyl-thietan-3-yl)-benzamide (0.100 g, 0.205 mmol) and 1-[3,5-bis(trifluoromethyl)phenyl)-3-{(S)[(2S,4S,5R)-5-ethyl-1-aza-bicyclo[2.2.2]oct-2-yl]-(6-methoxy-4-quinolinyl)methyl}thiourea (0.0305 g, 0.020 mmol) were dissolved in nitromethane (2.0 ml) and the resulting solution was stirred at 60° C. for 3 days. The reaction mixture was cooled to room temperature and aqueous saturated ammonium chloride was added. The resulti... Reaction conditions: temperature 60 celsius, time 3 day. The reactants are ClC=1C=C(C=C(C1)Cl)\C(=C/C(=O)C1=CC(=C(C(=O)NC2(CSC2)C)C=C1)C)\C(F)(F)F (4-[(E)-3-(3,5-Dichloro-phenyl)-4,4,4-trifluoro-but-2-enoyl]-2-methyl-N-(3-methyl-thietan-3-yl)-benzamide), FC(C=1C=C(C=C(C1)C(F)(F)F)NC(=S)N[C@@H](C1=CC=NC2=CC=C(C=C12)OC)[C@H]1N2C[C@@H]([C@H](C1)CC2)CC)(F)F (1-[3,5-bis(trifluoromethyl)phenyl)-3-{(S)[(2S,4S,5R)-5-ethyl-1-aza-bicyclo[2.2.2]oct-2-yl]-(6-methoxy-4-quinolinyl)methyl}thiourea), [N+](=O)([O-])C (nitromethane), [Cl-].[NH4+] (ammonium chloride). The product is ClC=1C=C(C=C(C1)Cl)[C@@](CC(=O)C1=CC(=C(C(=O)NC2(CSC2)C)C=C1)C)(C(F)(F)F)C[N+](=O)[O-] (4-[(R)-3-(3,5-Dichloro-phenyl)-4,4,4-trifluoro-3-nitromethyl-butyryl]-2-methyl-N-(3-methyl-thietan-3-yl)-benzamide). As a reaction SMILES: [Cl:1][C:2]1[CH:3]=[C:4](/[C:9](/[C:28]([F:31])([F:30])[F:29])=[CH:10]\[C:11]([C:13]2[CH:26]=[CH:25][C:16]([C:17]([NH:19][C:20]3([CH3:24])[CH2:23][S:22][CH2:21]3)=[O:18])=[C:15]([CH3:27])[CH:14]=2)=[O:12])[CH:5]=[C:6]([Cl:8])[CH:7]=1.FC(F)(F)C1C=C(NC(N[C@H]([C@@H]2C[C@@H]3CCN2C[C@@H]3CC)C2C3C(=CC=C(OC)C=3)N=CC=2)=S)C=C(C(F)(F)F)C=1.[Cl-].[NH4+].[N+:75]([CH3:78])([O-:77])=[O:76]>>[Cl:1][C:2]1[CH:3]=[C:4]([C@:9]([CH2:78][N+:75]([O-:77])=[O:76])([C:28]([F:31])([F:30])[F:29])[CH2:10][C:11]([C:13]2[CH:26]=[CH:25][C:16]([C:17]([NH:19][C:20]3([CH3:24])[CH2:23][S:22][CH2:21]3)=[O:18])=[C:15]([CH3:27])[CH:14]=2)=[O:12])[CH:5]=[C:6]([Cl:8])[CH:7]=1 |f:2.3|. Yield: 19.0%. Reactants: O=C1NC(=O)c2c(Br)c(Br)c(Br)c(Br)c21, O=C(Cl)c1cc(Cl)cc(Cl)c1Cl, [K], C1COCCO1. Product: O=C(c1cc(Cl)cc(Cl)c1Cl)N1C(=O)c2c(Br)c(Br)c(Br)c(Br)c2C1=O. Reaction SMILES: [Br:2][c:3]1[c:4]2[c:5]([c:11]([Br:16])[c:12]([Br:15])[c:13]1[Br:14])[C:6](=[O:7])[NH:8][C:9]2=[O:10].[Cl:17][c:18]1[c:19]([C:20](=[O:21])[Cl:22])[cH:23][c:24]([Cl:28])[cH:25][c:26]1[Cl:27].[K:1].[O:29]1[CH2:30][CH2:31][O:32][CH2:33][CH2:34]1>>[Br:2][c:3]1[c:4]2[c:5]([c:11]([Br:16])[c:12]([Br:15])[c:13]1[Br:14])[C:6](=[O:7])[N:8]([C:20]([c:19]1[c:18]([Cl:17])[c:26]([Cl:27])[cH:25][c:24]([Cl:28])[cH:23]1)=[O:21])[C:9]2=[O:10]. Starting materials: C(C(=C)C)(=O)OCC(CCl)O (3-chloro-2-hydroxypropyl methacrylate), C1(=CC=CC=C1)C1=NN=NN1.[Na] (sodium 5-phenyltetrazole). Run in COCCO (2-methoxyethanol), COCCO (2-methoxyethanol). Run at temperature 100 celsius. Yields the product OC(CN1N=NN=C1C1=CC=CC=C1)CO (N-(2,3-Dihydroxypropyl) 5-Phenyltetrazole). As a reaction SMILES: C([O:6][CH2:7][CH:8]([OH:11])[CH2:9]Cl)(=O)C(C)=C.[C:12]1([C:18]2[NH:22][N:21]=[N:20][N:19]=2)[CH:17]=[CH:16][CH:15]=[CH:14][CH:13]=1.[Na]>COCCO>[OH:11][CH:8]([CH2:7][OH:6])[CH2:9][N:22]1[C:18]([C:12]2[CH:17]=[CH:16][CH:15]=[CH:14][CH:13]=2)=[N:19][N:20]=[N:21]1 |f:1.2,^1:22|. Reported procedure: A solution of 3-chloro-2-hydroxypropyl methacrylate (0.50 mole; 89.3 g. and 500 ppm 4-methoxyphenol as inhibitor) in 2-methoxyethanol (300 ml) was added to sodium 5-phenyltetrazole (1.0 mole; 168.2 g) dissolved in 2-methoxyethanol (800 ml) and heated at 100° C. for 14.5 hours. The product solution was quenched with H2O (150 ml), extracted with CH2Cl2 (3×500 ml), the extracts washed with H2O (500 ml) and concentrated to a semi-solid, m.p. 25°-115° C, gas evolution, 219° C.